This data is from the Open Reaction Database (ORD), a public repository of structured organic reaction records. The task is: describe an organic reaction: reactants, conditions, products, and yield The reactants are CN(C)Cc1c[nH]c(=O)[nH]c1=O, CC(C)c1cccc(C(C)C)c1N, Cl, OCCO. The product is CC(C)c1cc(Cc2c[nH]c(=O)[nH]c2=O)cc(C(C)C)c1N. Reaction SMILES: [CH3:2][N:3]([CH3:4])[CH2:5][c:6]1[c:7](=[O:13])[nH:8][c:9](=[O:12])[nH:10][cH:11]1.[CH:14]([CH3:15])([CH3:16])[c:17]1[c:18]([NH2:19])[c:20]([CH:24]([CH3:25])[CH3:26])[cH:21][cH:22][cH:23]1.[ClH:1].[OH:27][CH2:28][CH2:29][OH:30]>>[CH2:5]([c:6]1[c:7](=[O:13])[nH:8][c:9](=[O:12])[nH:10][cH:11]1)[c:22]1[cH:21][c:20]([CH:24]([CH3:25])[CH3:26])[c:18]([NH2:19])[c:17]([CH:14]([CH3:15])[CH3:16])[cH:23]1.